Dataset: the Open Reaction Database (ORD), a public repository of structured organic reaction records. Task: describe an organic reaction: reactants, conditions, products, and yield Reactants: CO (methanol), CN(CC1CC2=CC=CC=C2CC1)C (N,N-dimethyl-1-(1,2,3,4-tetrahydronaphthalen-2-yl)methanamine), CNC (dimethylamine), C1CC2=CC=CC=C2CC1=O (β-tetralone). Run in O1CCCC1 (tetrahydrofuran), O1CCCC1 (tetrahydrofuran). The product is CN(C1CC2=CC=CC=C2CC1)C (N,N-dimethyl-1,2,3,4-tetrahydronaphthalen-2-amine). As a reaction SMILES: CO.CN(C)C[CH:6]1[CH2:15][CH2:14][C:13]2[C:8](=[CH:9][CH:10]=[CH:11][CH:12]=2)[CH2:7]1.[CH3:17][NH:18][CH3:19].C1C(=O)CC2C(=CC=CC=2)C1>O1CCCC1>[CH3:17][N:18]([CH3:19])[CH:6]1[CH2:15][CH2:14][C:13]2[C:8](=[CH:9][CH:10]=[CH:11][CH:12]=2)[CH2:7]1. Procedure: 46 ml of a methanol solution of 0.3 M sodium cyanoborohydride-1/2 zinc chloride and 6.9 mL of a tetrahydrofuran solution of 2 M dimethylamine were added to a tetrahydrofuran (10 mL) solution of 2.02 g of β-tetralone, and stirred for a day at room temperature. The reaction liquid was concentrated, and 1 N hydrochloric acid was added thereto. The acidic solution was washed with ethyl acetate, then made alkaline with aqueous 5 M sodium hydroxide solution, and extracted with ethyl acetate. This was ... The reactants are ClC1=NC=CC(=N1)C1=C(N=C2N1C=CC=C2)C=2C=CC(=C(C(=O)NC1=C(C=CC=C1F)F)C2)OC (5-[3-(2-chloro-4-pyrimidinyl)imidazo[1,2-a]pyridin-2-yl]-N-(2,6-difluorophenyl)-2-(methyloxy)benzamide), C[O-].[Na+] (sodium methoxide), COC1=C(N)C=CC(=C1)CCCN1CCCCC1 (2-(methyloxy)-4-[3-(1-piperidinyl)propyl]aniline), C1(=CC=C(C=C1)S(=O)(=O)O)C (p-toluenesulfonic acid). Run in C(Cl)Cl (DCM), CC(C)O (iPrOH). Conditions: temperature 120 celsius. The product is FC1=C(C(=CC=C1)F)NC(C1=C(C=CC(=C1)C=1N=C2N(C=CC=C2)C1C1=NC(=NC=C1)NC1=C(C=C(C=C1)CCCN1CCCCC1)OC)OC)=O (N-(2,6-difluorophenyl)-2-(methyloxy)-5-{3-[2-({2-(methyloxy)-4-[3-(1-piperidinyl)propyl]phenyl}amino)-4-pyrimidinyl]imidazo[1,2-a]pyridin-2-yl}benzamide). Yield: 35.0%. Reaction SMILES: Cl[C:2]1[N:7]=[C:6]([C:8]2[N:12]3[CH:13]=[CH:14][CH:15]=[CH:16][C:11]3=[N:10][C:9]=2[C:17]2[CH:18]=[CH:19][C:20]([O:34][CH3:35])=[C:21]([CH:33]=2)[C:22]([NH:24][C:25]2[C:30]([F:31])=[CH:29][CH:28]=[CH:27][C:26]=2[F:32])=[O:23])[CH:5]=[CH:4][N:3]=1.[CH3:36][O:37][C:38]1[CH:44]=[C:43]([CH2:45][CH2:46][CH2:47][N:48]2[CH2:53][CH2:52][CH2:51][CH2:50][CH2:49]2)[CH:42]=[CH:41][C:39]=1[NH2:40].C1(C)C=CC(S(O)(=O)=O)=CC=1.C[O-].[Na+]>C(Cl)Cl.CC(O)C>[F:32][C:26]1[CH:27]=[CH:28][CH:29]=[C:30]([F:31])[C:25]=1[NH:24][C:22](=[O:23])[C:21]1[CH:33]=[C:17]([C:9]2[N:10]=[C:11]3[CH:16]=[CH:15][CH:14]=[CH:13][N:12]3[C:8]=2[C:6]2[CH:5]=[CH:4][N:3]=[C:2]([NH:40][C:39]3[CH:41]=[CH:42][C:43]([CH2:45][CH2:46][CH2:47][N:48]4[CH2:49][CH2:50][CH2:51][CH2:52][CH2:53]4)=[CH:44][C:38]=3[O:37][CH3:36])[N:7]=2)[CH:18]=[CH:19][C:20]=1[O:34][CH3:35] |f:3.4|. Procedure: 5-[3-(2-chloro-4-pyrimidinyl)imidazo[1,2-a]pyridin-2-yl]-N-(2,6-difluorophenyl)-2-(methyloxy)benzamide (Intermediate Example 2) (120 mg, 0.24 mmol), 2-(methyloxy)-4-[3-(1-piperidinyl)propyl]aniline (Example 139, step D) (55 mg, 0.22 mmol), and p-toluenesulfonic acid (111 mg, 0.59 mmol) were weighed into a 20 mL vial. 7 mL of iPrOH was added and the mixture was heated to 120° C. for 40 h. The mixture was transferred to a 50 mL round bottom and neutralized with 2 mL of 0.5 N sodium methoxide. The ... Starting materials: 2/1, C(C)O.O (ethanol water), ClC=1C=C(C=C(C1OC(C(C(C(F)(F)F)(F)F)(F)F)C)Cl)[N+](=O)[O-] (3,5-dichloro-4-(1-methyl-2,2,3,3,4,4,4-heptafluorobutoxy)nitrobenzene), Cl (HCl), Cl (HCl), Cl (HCl). Reagents/catalysts: [Fe] (iron). Run in C(C)O (ethanol), C(C)O (ethanol), C(C)O (ethanol). Product: ClC=1C=C(N)C=C(C1OC(C(C(C(F)(F)F)(F)F)(F)F)C)Cl (3,5-Dichloro-4-(1-methyl-2,2,3,3,4,4,4-heptafluorobutoxy)aniline). Isolated yield 62.3%. RXN SMILES: C(O)C.O.[Cl:5][C:6]1[CH:7]=[C:8]([N+:26]([O-])=O)[CH:9]=[C:10]([Cl:25])[C:11]=1[O:12][CH:13]([CH3:24])[C:14]([F:23])([F:22])[C:15]([F:21])([F:20])[C:16]([F:19])([F:18])[F:17].Cl>C(O)C.[Fe]>[Cl:5][C:6]1[CH:7]=[C:8]([CH:9]=[C:10]([Cl:25])[C:11]=1[O:12][CH:13]([CH3:24])[C:14]([F:22])([F:23])[C:15]([F:20])([F:21])[C:16]([F:19])([F:18])[F:17])[NH2:26] |f:0.1|. Procedure: 5.29 g iron filings, 240 mL of a 2/1 ethanol-water mixture, and 8.3 g 3,5-dichloro-4-(1-methyl-2,2,3,3,4,4,4-heptafluorobutoxy)nitrobenzene was stirred vigorously and heated under reflux while 2.0 mL conc. HCl in 2 mL ethanol was added dropwise. After one hour 2.0 mL conc. HCl in 2.0 mL ethanol was added and reflux was maintained for 6 hrs. Then added 2.0 mL conc. HCl in 3.0 mL ethanol and maintained reflux overnight. The mixture was filtered hot through Celite. The filtrate was concentrated und...